From a dataset of the Open Reaction Database (ORD), a public repository of structured organic reaction records. describe an organic reaction: reactants, conditions, products, and yield Run in COCCO (2-methoxyethanol). Procedure: 2,2′-Anhydro-5-methyluridine (195 g, 0.81 M), tris(2-methoxyethyl)boarate (231 g, 0.98 M) and 2-methoxyethanol (1.2 L) are added to a 2 L stainless steel pressure vessel and placed in a pre-heated oil bath at 160° C. After heating for 48 hours at 155-160° C., the vessel is opened and the solution evaporated to dryness and triturated with MeOH (200 mL). The residue is suspended in hot acetone (1 L). The insoluble salts are filtered, washed with acetone (150 mL) and the filtrate evaporated. The re... As a reaction SMILES: [CH3:1][C:2]1[C:16](=[O:17])[N:15]=[C:14]2[N:4]([C@@H:5]3[O:9][C@H:8]([CH2:10][OH:11])[C@@H:7]([OH:12])[C@@H:6]3[O:13]2)[CH:3]=1>COCCO>[CH3:5][O:9][CH2:8][CH2:7][O:12][C@@H:6]1[C@H:7]([OH:12])[C@@H:8]([CH2:10][OH:11])[O:9][C@H:5]1[N:4]1[CH:3]=[C:2]([CH3:1])[C:16](=[O:17])[NH:15][C:14]1=[O:13]. Run at temperature 157.5 celsius. Starting materials: CC1=CN2[C@H]3[C@H]([C@@H]([C@H](O3)CO)O)OC2=NC1=O (2,2′-Anhydro-5-methyluridine). Product: COCCO[C@H]1[C@@H](O[C@@H]([C@H]1O)CO)N1C(=O)NC(=O)C(=C1)C (2′-O-Methoxyethyl-5-methyluridine). The yield is 124.6%.